Dataset: the Open Reaction Database (ORD), a public repository of structured organic reaction records. Task: describe an organic reaction: reactants, conditions, products, and yield Reactants: [H][H] (hydrogen), NC=1SC=C(N1)/C(/C(=O)N[C@H]1[C@H]2CS[C@@H]3CC(O[C@]3(N2C1=O)C(=O)[O-])=O)=N/OC(C)(C)C(=O)OCC1=CC=C(C=C1)[N+](=O)[O-].[Na+] (sodium (2R, 6R, 9S, 10S)-10-[2-(2-aminothiazol-4-yl)-(Z)-2-[1-(4-nitrobenzyloxycarbonyl)-1-methylethoxyimino]acetamido]-4,11-dioxo-3-oxa-7-thia-1-azatricyclo[7,2,0,02,6 ]undecane-2-carboxylate), P(=O)([O-])([O-])[O-] (phosphate), C(C)O (ethanol). Reagents/catalysts: [C].[Pd] (palladium-carbon), [C].[Pd] (palladium-carbon). Run in O (water). The product is NC=1SC=C(N1)/C(/C(=O)N[C@H]1[C@H]2CS[C@@H]3CC(O[C@]3(N2C1=O)C(=O)[O-])=O)=N/OC(C)(C)C(=O)O.[Na+] (Sodium (2R, 6R, 9S, 10S)-10-[2-(2-aminothiazol-4-yl)-(Z)-2-(1-carboxy-1-methylethoxyimino)acetamido]-4,11-dioxo-3-oxa-7-thia-1-azatricyclo[7,2,0,02,6 ]undecane-2-carboxylate). Yield: 77.0%. As a reaction SMILES: [NH2:1][C:2]1[S:3][CH:4]=[C:5](/[C:7](=[N:27]/[O:28][C:29]([C:32]([O:34]CC2C=CC([N+]([O-])=O)=CC=2)=[O:33])([CH3:31])[CH3:30])/[C:8]([NH:10][C@@H:11]2[C:21](=[O:22])[N:20]3[C@@H:12]2[CH2:13][S:14][C@H:15]2[C@@:19]3([C:23]([O-:25])=[O:24])[O:18][C:17](=[O:26])[CH2:16]2)=[O:9])[N:6]=1.[Na+:45].P([O-])([O-])([O-])=O.C(O)C.[H][H]>O.[C].[Pd]>[NH2:1][C:2]1[S:3][CH:4]=[C:5](/[C:7](=[N:27]/[O:28][C:29]([C:32]([OH:34])=[O:33])([CH3:31])[CH3:30])/[C:8]([NH:10][C@@H:11]2[C:21](=[O:22])[N:20]3[C@@H:12]2[CH2:13][S:14][C@H:15]2[C@@:19]3([C:23]([O-:25])=[O:24])[O:18][C:17](=[O:26])[CH2:16]2)=[O:9])[N:6]=1.[Na+:45] |f:0.1,6.7,8.9|. Procedure details: In 5 ml of water was dissolved 0.148 g of the compound obtained in Example 7. To this solution were added 5 ml of a 0.1M phosphate buffer solution, 5 ml of ethanol and 0.075 g of 10% palladium-carbon. Into the mixture was introduced hydrogen gas while stirring under ice-cooling. In 1.5 hour after starting of the reaction, 0.04 g of 10% palladium-carbon was added to the reaction system, followed by stirring for further one hour. The catalyst was filtered off, and the filtrate was concentrated und... Reactants: 236(b), C(C)N1N=CC=2C1=NC(=C(C2NC2CCOCC2)CNC(=O)C=2C=C(C=CC2)C(=O)NCC=2C=C(C=C(C2)OC)C2=CC(=CC=C2)CN2CCN(CCC2)C(=O)OC(C)(C)C)CC (1,1-dimethylethyl 4-{[3′-{[({3-[({[1,6-diethyl-4-(tetrahydro-2H-pyran-4-ylamino)-1H-pyrazolo[3,4-b]pyridin-5-yl]methyl}amino)carbonyl]phenyl}carbonyl)-amino]methyl}-5′-(methyloxy)-3-biphenylyl]methyl}hexahydro-1H-1,4-diazepine-1-carboxylate). Run in C(=O)(C(F)(F)F)O (TFA), C(Cl)Cl (DCM). Conditions: time 2 hour. Yields the product C(C)N1N=CC=2C1=NC(=C(C2NC2CCOCC2)CNC(=O)C2=CC(=CC=C2)C(=O)NCC=2C=C(C=C(C2)OC)C2=CC(=CC=C2)CN2CCNCCC2)CC (N-{[1,6-diethyl-4-(tetrahydro-2H-pyran-4-ylamino)-1H-pyrazolo[3,4-b]pyridin-5-yl]methyl}-N′-{[3′-(hexahydro-1H-1,4-diazepin-1-ylmethyl)-5-(methyloxy)-3-biphenylyl]methyl}-1,3-benzenedicarboxamide). Yield: 31.2%. Reaction SMILES: [CH2:1]([N:3]1[C:7]2=[N:8][C:9]([CH2:62][CH3:63])=[C:10]([CH2:19][NH:20][C:21]([C:23]3[CH:24]=[C:25]([C:29]([NH:31][CH2:32][C:33]4[CH:34]=[C:35]([C:41]5[CH:46]=[CH:45][CH:44]=[C:43]([CH2:47][N:48]6[CH2:54][CH2:53][CH2:52][N:51](C(OC(C)(C)C)=O)[CH2:50][CH2:49]6)[CH:42]=5)[CH:36]=[C:37]([O:39][CH3:40])[CH:38]=4)=[O:30])[CH:26]=[CH:27][CH:28]=3)=[O:22])[C:11]([NH:12][CH:13]3[CH2:18][CH2:17][O:16][CH2:15][CH2:14]3)=[C:6]2[CH:5]=[N:4]1)[CH3:2]>C(O)(C(F)(F)F)=O.C(Cl)Cl>[CH2:1]([N:3]1[C:7]2=[N:8][C:9]([CH2:62][CH3:63])=[C:10]([CH2:19][NH:20][C:21]([C:23]3[CH:28]=[CH:27][CH:26]=[C:25]([C:29]([NH:31][CH2:32][C:33]4[CH:34]=[C:35]([C:41]5[CH:46]=[CH:45][CH:44]=[C:43]([CH2:47][N:48]6[CH2:54][CH2:53][CH2:52][NH:51][CH2:50][CH2:49]6)[CH:42]=5)[CH:36]=[C:37]([O:39][CH3:40])[CH:38]=4)=[O:30])[CH:24]=3)=[O:22])[C:11]([NH:12][CH:13]3[CH2:18][CH2:17][O:16][CH2:15][CH2:14]3)=[C:6]2[CH:5]=[N:4]1)[CH3:2]. Procedure: 236(b) A mixture of 1,1-dimethylethyl 4-{[3′-{[({3-[({[1,6-diethyl-4-(tetrahydro-2H-pyran-4-ylamino)-1H-pyrazolo[3,4-b]pyridin-5-yl]methyl}amino)carbonyl]phenyl}carbonyl)-amino]methyl}-5′-(methyloxy)-3-biphenylyl]methyl}hexahydro-1H-1,4-diazepine-1-carboxylate (130 mg, 0.19 mmol) in 25% TFA in DCM (3 mL) was stirred at RT for 2 h. It was purified by preparative hplc (NH2OH condition), eluting with 10 to 90% CH3CN in water. The product-containing fractions were dried under GeneVac to give a solid... Starting materials: C(C)(C)N/C(/OCC[Si](C)(C)C)=N/C(C)C ((Z)-2-(trimethylsilyl)ethyl N,N′-diisopropylcarbamimidate), O=S1(CCN(CC1)CCN[C@]12[C@@H]([C@H]3CC[C@@H]4[C@]5(CC=C(C([C@@H]5CC[C@]4([C@@]3(CC1)C)C)(C)C)C1=CCC(CC1)C(=O)O)C)[C@@H](CC2)C(=C)C)=O (4-((1R,3aS,5aR,5bR,7aR,11aS,11bR,13aR,13bR)-3a-((2-(1,1-dioxidothiomorpholino)ethyl)amino)-5a,5b,8,8,11a-pentamethyl-1-(prop-1-en-2-yl)-2,3,3a,4,5,5a,5b,6,7,7a,8,11,11a,11b,12,13,13a,13b-octadecahydro-1H-cyclopenta[a]chrysen-9-yl)cyclohex-3-enecarboxylic acid), O1CCOCC1 (1,4-dioxane), C(C)(C)N/C(/OCC[Si](C)(C)C)=N/C(C)C ((Z)-2-(trimethylsilyl)ethyl N,N′-diisopropylcarbamimidate). Solvent: C1CCOC1 (THF). Conditions: temperature 70 celsius. The product is O=S1(CCN(CC1)CCN[C@]12[C@@H]([C@H]3CC[C@@H]4[C@]5(CC=C(C([C@@H]5CC[C@]4([C@@]3(CC1)C)C)(C)C)C1=CCC(CC1)C(=O)OCC[Si](C)(C)C)C)[C@@H](CC2)C(=C)C)=O (2-(trimethylsilyl)ethyl 4-((1R,3aS,5aR,5bR,7aR,11aS,11bR,13aR,13bR)-3a-((2-(1,1-dioxidothiomorpholino)ethyl)amino)-5a,5b,8,8,11a-pentamethyl-1-(prop-1-en-2-yl)-2,3,3a,4,5,5a,5b,6,7,7a,8,11,11a,11b,12,13,13a,13b-octadecahydro-1H-cyclopenta[a]chrysen-9-yl)cyclohex-3-enecarboxylate). Yield: 69.4%. As a reaction SMILES: [O:1]=[S:2]1(=[O:49])[CH2:7][CH2:6][N:5]([CH2:8][CH2:9][NH:10][C@:11]23[CH2:45][CH2:44][C@@H:43]([C:46]([CH3:48])=[CH2:47])[C@@H:12]2[C@@H:13]2[C@@:26]([CH3:29])([CH2:27][CH2:28]3)[C@@:25]3([CH3:30])[C@@H:16]([C@:17]4([CH3:42])[C@@H:22]([CH2:23][CH2:24]3)[C:21]([CH3:32])([CH3:31])[C:20]([C:33]3[CH2:38][CH2:37][CH:36]([C:39]([OH:41])=[O:40])[CH2:35][CH:34]=3)=[CH:19][CH2:18]4)[CH2:15][CH2:14]2)[CH2:4][CH2:3]1.C(N/C(=N/C(C)C)/O[CH2:56][CH2:57][Si:58]([CH3:61])([CH3:60])[CH3:59])(C)C.O1CCOCC1>C1COCC1>[O:49]=[S:2]1(=[O:1])[CH2:7][CH2:6][N:5]([CH2:8][CH2:9][NH:10][C@:11]23[CH2:45][CH2:44][C@@H:43]([C:46]([CH3:48])=[CH2:47])[C@@H:12]2[C@@H:13]2[C@@:26]([CH3:29])([CH2:27][CH2:28]3)[C@@:25]3([CH3:30])[C@@H:16]([C@:17]4([CH3:42])[C@@H:22]([CH2:23][CH2:24]3)[C:21]([CH3:32])([CH3:31])[C:20]([C:33]3[CH2:38][CH2:37][CH:36]([C:39]([O:41][CH2:56][CH2:57][Si:58]([CH3:61])([CH3:60])[CH3:59])=[O:40])[CH2:35][CH:34]=3)=[CH:19][CH2:18]4)[CH2:15][CH2:14]2)[CH2:4][CH2:3]1. Procedure: To a vial containing a suspension of 4-((1R,3aS,5aR,5bR,7aR,11aS,11bR,13aR,13bR)-3a-((2-(1,1-dioxidothiomorpholino)ethyl)amino)-5a,5b,8,8,11a-pentamethyl-1-(prop-1-en-2-yl)-2,3,3a,4,5,5a,5b,6,7,7a,8,11,11a,11b,12,13,13a,13b-octadecahydro-1H-cyclopenta[a]chrysen-9-yl)cyclohex-3-enecarboxylic acid (0.025 g, 0.036 mmol) in THF (1 mL) was added (Z)-2-(trimethylsilyl)ethyl N,N′-diisopropylcarbamimidate (0.017 g, 0.070 mmol). The vial was sealed and heated to 70° C. and upon heating the solids complet... The reactants are NCCCCCC(=O)O (6-Aminocaproic acid), C(C1=CC=CC=C1)(C1=CC=CC=C1)(C1=CC=CC=C1)Cl (Trityl chloride). Run in ClCCl (dichloromethane), C(C)N(CC)CC (triethylamine). Reaction conditions: time 36 hour. The product is C(C1=CC=CC=C1)(C1=CC=CC=C1)(C1=CC=CC=C1)NCCCCCC(=O)O (6-(trityl-amino)caproic acid). Isolated yield 58.2%. As a reaction SMILES: [NH2:1][CH2:2][CH2:3][CH2:4][CH2:5][CH2:6][C:7]([OH:9])=[O:8].[C:10](Cl)([C:23]1[CH:28]=[CH:27][CH:26]=[CH:25][CH:24]=1)([C:17]1[CH:22]=[CH:21][CH:20]=[CH:19][CH:18]=1)[C:11]1[CH:16]=[CH:15][CH:14]=[CH:13][CH:12]=1>ClCCl.C(N(CC)CC)C>[C:10]([NH:1][CH2:2][CH2:3][CH2:4][CH2:5][CH2:6][C:7]([OH:9])=[O:8])([C:11]1[CH:16]=[CH:15][CH:14]=[CH:13][CH:12]=1)([C:23]1[CH:24]=[CH:25][CH:26]=[CH:27][CH:28]=1)[C:17]1[CH:18]=[CH:19][CH:20]=[CH:21][CH:22]=1. Reported procedure: 6-Aminocaproic acid (26 g, 0.2 mole) was dissolved in dichloromethane (200 mL) by the addition of triethylamine (100 mL). Trityl chloride (120 g, 0.45 mole) was added and the solution stirred for 36 hr. The resulting solution was extracted with 1N HCl and the organic layer evaporated to dryness. The residue was suspended in 2-propanol/1N NaOH (300 mL/100 mL) and refluxed for 3 hr. The solution was evaporated to a thick syrup and added to dichloromethane (500 mL). Water was added and acidified. T...